From a dataset of the Open Reaction Database (ORD), a public repository of structured organic reaction records. describe an organic reaction: reactants, conditions, products, and yield Reactants: ClC1=CC(=C(C#N)C=C1)NC(=O)OCC (4-chloro-2-[(ethoxycarbonyl)amino]benzonitrile), BrCC(=O)C1=CC(=CC=C1)[N+](=O)[O-] (2-bromo-3′-nitroacetophenone). The product is NC1=C(N(C2=CC(=CC=C12)Cl)C(=O)OCC)CC1=CC(=CC=C1)[N+](=O)[O-] (Ethyl 3-amino-6-chloro-2-(3-nitrobenzyl)-1H-indole-1-carboxylate). Reaction SMILES: [Cl:1][C:2]1[CH:9]=[CH:8][C:5]([C:6]#[N:7])=[C:4]([NH:10][C:11]([O:13][CH2:14][CH3:15])=[O:12])[CH:3]=1.Br[CH2:17][C:18]([C:20]1[CH:25]=[CH:24][CH:23]=[C:22]([N+:26]([O-:28])=[O:27])[CH:21]=1)=O>>[NH2:7][C:6]1[C:5]2[C:4](=[CH:3][C:2]([Cl:1])=[CH:9][CH:8]=2)[N:10]([C:11]([O:13][CH2:14][CH3:15])=[O:12])[C:17]=1[CH2:18][C:20]1[CH:25]=[CH:24][CH:23]=[C:22]([N+:26]([O-:28])=[O:27])[CH:21]=1. Reported procedure: The title compound was prepared according to the procedure described in step 2 of Example I from 4-chloro-2-[(ethoxycarbonyl)amino]benzonitrile (Example 1, step 1) and 2-bromo-3′-nitroacetophenone. Reactants: C1COCCO1, Cl, CC(C)(C)OC(=O)NC1(c2ccncn2)CC1. Product: Cl, NC1(c2ccncn2)CC1. RXN SMILES: [CH2:19]1[O:20][CH2:21][CH2:22][O:23][CH2:24]1.[ClH:18].[n:1]1[cH:2][n:3][c:4]([C:7]2([NH:10][C:11](=[O:12])[O:13][C:14]([CH3:15])([CH3:16])[CH3:17])[CH2:8][CH2:9]2)[cH:5][cH:6]1>>[ClH:18].[n:1]1[cH:2][n:3][c:4]([C:7]2([NH2:10])[CH2:8][CH2:9]2)[cH:5][cH:6]1. Reactants: CCO, O=C1c2ccccc2C(=O)N1CCCN1CCC(Oc2ccc(F)c(F)c2)CC1, NN, O. Yields the product NCCCN1CCC(Oc2ccc(F)c(F)c2)CC1. As a reaction SMILES: [CH3:33][CH2:34][OH:35].[F:1][c:2]1[cH:3][c:4]([O:5][CH:6]2[CH2:7][CH2:8][N:9]([CH2:12][CH2:13][CH2:14][N:15]3[C:16](=[O:17])[c:18]4[c:19]([cH:20][cH:21][cH:22][cH:23]4)[C:24]3=[O:25])[CH2:10][CH2:11]2)[cH:26][cH:27][c:28]1[F:29].[NH2:31][NH2:32].[OH2:30]>>[F:1][c:2]1[cH:3][c:4]([O:5][CH:6]2[CH2:7][CH2:8][N:9]([CH2:12][CH2:13][CH2:14][NH2:15])[CH2:10][CH2:11]2)[cH:26][cH:27][c:28]1[F:29]. The reactants are CC1=C(N=CN1)CSCCNC1=NC=C(C=C1OCC1=CC=CC=C1)C (2-[2-(5-Methyl-4-imidazolyl-methylthio)ethylamino]-3-benzyloxy-5-methylpyridine), Cl (hydrochloric acid). Product: Cl.Cl.CC1=C(N=CN1)SCCNC1=NC=C(C=C1O)C (2-[2-(5-methyl-4-imidazolylthio)ethylamino]-3-hydroxy-5-methylpyridine dihydrochloride). Yield: 38.0%. Reaction SMILES: C[C:2]1[NH:6][CH:5]=[N:4][C:3]=1[CH2:7][S:8][CH2:9][CH2:10][NH:11][C:12]1[C:17]([O:18]CC2C=CC=CC=2)=[CH:16][C:15]([CH3:26])=[CH:14][N:13]=1.[ClH:27]>>[ClH:27].[ClH:27].[CH3:2][C:3]1[NH:4][CH:5]=[N:6][C:7]=1[S:8][CH2:9][CH2:10][NH:11][C:12]1[C:17]([OH:18])=[CH:16][C:15]([CH3:26])=[CH:14][N:13]=1 |f:2.3.4|. Procedure: 2-[2-(5-Methyl-4-imidazolyl-methylthio)ethylamino]-3-benzyloxy-5-methylpyridine (1.29 g, 3.5 mmole) was heated for 1 hour at 60° with conc. hydrochloric acid (excess). This mixture was then evaporated to dryness under reduced pressure and the residue was recrystallised from methanol and ethyl acetate to yield 2-[2-(5-methyl-4-imidazolylthio)ethylamino]-3-hydroxy-5-methylpyridine dihydrochloride (470 mg, 38% yield, mp 214°-216°). Reactants: OC(C1CCCCC1)C1CCCCC1, CCOC(=O)N=NC(=O)OCC, C1COCCO1, O, O=C(O)c1cccc(O)c1, c1ccc(P(c2ccccc2)c2ccccc2)cc1. Yields the product O=C(O)c1cccc(OC(C2CCCCC2)C2CCCCC2)c1. RXN SMILES: [CH:11]1([CH:17]([OH:18])[CH:19]2[CH2:20][CH2:21][CH2:22][CH2:23][CH2:24]2)[CH2:12][CH2:13][CH2:14][CH2:15][CH2:16]1.[O:44]=[C:45]([O:46][CH2:47][CH3:48])[N:49]=[N:50][C:51]([O:52][CH2:53][CH3:54])=[O:55].[O:57]1[CH2:58][CH2:59][O:60][CH2:61][CH2:62]1.[OH2:56].[OH:1][C:2](=[O:3])[c:4]1[cH:5][cH:6][cH:7][c:8]([OH:9])[cH:10]1.[c:25]1([P:26]([c:27]2[cH:28][cH:29][cH:30][cH:31][cH:32]2)[c:33]2[cH:34][cH:35][cH:36][cH:37][cH:38]2)[cH:39][cH:40][cH:41][cH:42][cH:43]1>>[OH:1][C:2](=[O:3])[c:4]1[cH:5][cH:6][cH:7][c:8]([O:9][CH:17]([CH:11]2[CH2:12][CH2:13][CH2:14][CH2:15][CH2:16]2)[CH:19]2[CH2:20][CH2:21][CH2:22][CH2:23][CH2:24]2)[cH:10]1. Product: NCCN1CCC(CC1)(C1=CC=CC=C1)C#N (1-(2-Aminoethyl)-4-cyano-4-phenylpiperidine), C(#N)C1(CCN(CC1)CCC12C(=O)NC(C1C=CC=C2)=O)C2=CC=CC=C2 (1-[2-(4-cyano-4-phenylpiperidin-1-yl)ethyl]phthalimide). Reaction SMILES: [C:1]([C:3]1([C:9]2[CH:14]=[CH:13][CH:12]=[CH:11][CH:10]=2)[CH2:8][CH2:7][NH:6][CH2:5][CH2:4]1)#[N:2].Br[CH2:16][CH2:17][C:18]12[CH:27]=[CH:26][CH:25]=[CH:24][CH:23]1[C:22](=[O:28])[NH:21][C:19]2=[O:20]>>[NH2:21][CH2:19][CH2:18][N:6]1[CH2:5][CH2:4][C:3]([C:1]#[N:2])([C:9]2[CH:14]=[CH:13][CH:12]=[CH:11][CH:10]=2)[CH2:8][CH2:7]1.[C:1]([C:3]1([C:9]2[CH:14]=[CH:13][CH:12]=[CH:11][CH:10]=2)[CH2:4][CH2:5][N:6]([CH2:16][CH2:17][C:18]23[CH:27]=[CH:26][CH:25]=[CH:24][CH:23]2[C:22](=[O:28])[NH:21][C:19]3=[O:20])[CH2:7][CH2:8]1)#[N:2]. Starting materials: C(#N)C1(CCNCC1)C1=CC=CC=C1 (4-cyano-4-phenylpiperidine), BrCCC12C(=O)NC(C1C=CC=C2)=O (1-(2-bromoethyl)phthalimide). Reported procedure: The title compound is prepared by reacting 4-cyano-4-phenylpiperidine with 1-(2-bromoethyl)phthalimide to obtain 1-[2-(4-cyano-4-phenylpiperidin-1-yl)ethyl]phthalimide and reacting it with hydrazine. The reactants are BrCc1ccccc1, O=C([O-])[O-], CCOC(C)=O, [K+], [K+], CN(C)C=O, COC(=O)c1cc(O)cc(OC(C)CO)c1. Product: COC(=O)c1cc(OCCc2ccccc2)cc(OC(C)CO)c1. As a reaction SMILES: [Br:1][CH2:2][c:3]1[cH:4][cH:5][cH:6][cH:7][cH:8]1.[C:25](=[O:26])([O-:27])[O-:28].[CH3:31][CH2:32][O:33][C:34](=[O:35])[CH3:36].[K+:29].[K+:30].[O:37]=[CH:38][N:39]([CH3:40])[CH3:41].[OH:9][c:10]1[cH:11][c:12]([C:13](=[O:14])[O:15][CH3:16])[cH:17][c:18]([O:20][CH:21]([CH2:22][OH:23])[CH3:24])[cH:19]1>>[CH2:2]([c:3]1[cH:4][cH:5][cH:6][cH:7][cH:8]1)[CH2:25][O:9][c:10]1[cH:11][c:12]([C:13](=[O:14])[O:15][CH3:16])[cH:17][c:18]([O:20][CH:21]([CH2:22][OH:23])[CH3:24])[cH:19]1.